This data is from the Open Reaction Database (ORD), a public repository of structured organic reaction records. The task is: describe an organic reaction: reactants, conditions, products, and yield Reactants: NS(=O)(=O)N(CC(=O)O)C1=C(C=C(C=C1)OCC(OCC[Si](C)(C)C)=O)OCC1=CC=CC=C1 (N-(aminosulfonyl)-N-(2-(benzyloxy)-4-{2-oxo-2-[2-(trimethylsilyl)ethoxy]ethoxy}phenyl)glycine), CC(C)([O-])C.[K+] (potassium t-butoxide). Yields the product OC=1C=C(OCC(=O)O)C=CC1N1S(NC(C1)=O)(=O)=O ([3-Hydroxy-4-(1,1,4-trioxo-1,2,5-thiadiazolidin-2-yl)-phenoxy]-acetic Acid). Reaction SMILES: [NH2:1][S:2]([N:5]([C:10]1[CH:15]=[CH:14][C:13]([O:16][CH2:17][C:18](=[O:26])[O:19]CC[Si](C)(C)C)=[CH:12][C:11]=1[O:27]CC1C=CC=CC=1)[CH2:6][C:7](O)=[O:8])(=[O:4])=[O:3].CC(C)([O-])C.[K+]>>[OH:27][C:11]1[CH:12]=[C:13]([CH:14]=[CH:15][C:10]=1[N:5]1[CH2:6][C:7](=[O:8])[NH:1][S:2]1(=[O:4])=[O:3])[O:16][CH2:17][C:18]([OH:19])=[O:26] |f:1.2|. Reported procedure: The title compound is prepared from N-(aminosulfonyl)-N-(2-(benzyloxy)-4-{2-oxo-2-[2-(trimethylsilyl)ethoxy]ethoxy}phenyl)glycine analogous to Example 295, steps F and G with the modification of using two equivalents of potassium t-butoxide in step F: mp=185-188° C.; 1H NMR (DMSO-d6)δ 9.87 (br s, 1H), 7.22 (d, J=8.6 Hz, 1H), 6.43 (d, J=2.8 Hz, 1H), 6.38 (dd, J=8.8, 2.8 Hz, 1H), 4.62 (s, 2H), 4.32 (s, 2H); (M−1)−=301. The reactants are C1(=CC=CC=C1)C(C(=O)O)=CC1=CC=CC=C1 (α-phenylcinnamic acid). Reagents/catalysts: [Pd] (Palladium on charcoal). Run in C(C)O (ethanol). Yields the product C1(=CC=CC=C1)C(C(=O)O)CC1=CC=CC=C1 (2,3-Diphenylpropanoic Acid). RXN SMILES: [C:1]1([C:7](=[CH:11][C:12]2[CH:17]=[CH:16][CH:15]=[CH:14][CH:13]=2)[C:8]([OH:10])=[O:9])[CH:6]=[CH:5][CH:4]=[CH:3][CH:2]=1>[Pd].C(O)C>[C:1]1([CH:7]([CH2:11][C:12]2[CH:17]=[CH:16][CH:15]=[CH:14][CH:13]=2)[C:8]([OH:10])=[O:9])[CH:2]=[CH:3][CH:4]=[CH:5][CH:6]=1. Reported procedure: 10% Palladium on charcoal (0.8 g) was added to a solution of α-phenylcinnamic acid (10.0 g, 0.0445 mol) in ethanol (200 ml). The mixture was hydrogenated at ambient temperature. The mixture was filtered through Celite, and the solvent was evaporated. The reactants are BrCC(=O)C1=CC(=CN1C)C#N (5-(2-bromo-acetyl)-1-methyl-1H-pyrrole-3-carbonitrile), C(C)(=O)C1=CC(=CN1C)C#N (5-acetyl-1-methyl-1H-pyrrole-3-carbonitrile), OCC(C)(C)NC(=S)N (N-(2-Hydroxy-1,1-dimethylethyl)thiourea). Run in C(C)O (ethanol). Yields the product OCC(C)(C)NC=1SC=C(N1)C1=CC(=CN1C)C#N (5-{2-[(2-hydroxy-1,1-dimethylethyl)amino]-1,3-thiazol-4-yl}-1-methyl-1H-pyrrole-3-carbonitrile). As a reaction SMILES: Br[CH2:2][C:3]([C:5]1[N:9]([CH3:10])[CH:8]=[C:7]([C:11]#[N:12])[CH:6]=1)=O.C(C1N(C)C=C(C#N)C=1)(=O)C.[OH:24][CH2:25][C:26]([NH:29][C:30]([NH2:32])=[S:31])([CH3:28])[CH3:27]>C(O)C>[OH:24][CH2:25][C:26]([NH:29][C:30]1[S:31][CH:2]=[C:3]([C:5]2[N:9]([CH3:10])[CH:8]=[C:7]([C:11]#[N:12])[CH:6]=2)[N:32]=1)([CH3:28])[CH3:27]. Procedure: The above prepared 2:1 mixture of 5-(2-bromo-acetyl)-1-methyl-1H-pyrrole-3-carbonitrile and 5-acetyl-1-methyl-1H-pyrrole-3-carbonitrile in ethanol (50 mL) was treated with N-(2-Hydroxy-1,1-dimethylethyl)thiourea, prepared in step 2 of Example 52, and heated under reflux. The mixture was filtered while still hot, and the precipitate washed with ethanol, and then partitioned between 1 N sodium carbonate and ethyl acetate. The organic layer was washed with water, dried (anhydrous MgSO4) and evapora... The reactants are COC(CCC1=C(C=C(C=C1)OCC(C)C1=C(N=C(O1)C1=CC=C(C=C1)OC(F)(F)F)C(C)C)C)=O (3-(4-{2-[4-isopropyl-2-(4-trifluoromethoxy-phenyl)-oxazol-5-yl]-propoxy}-2-methyl-phenyl)-propionic acid methyl ester), [OH-].[Na+] (NaOH), Cl (HCl). Solvent: CO (MeOH), C1CCOC1 (THF). Run at time 12 hour. Yields the product C(C)(C)C=1N=C(OC1C(COC1=CC(=C(C=C1)CCC(=O)O)C)C)C1=CC=C(C=C1)OC(F)(F)F (3-(4-{2-[4-Isopropyl-2-(4-trifluoromethoxy-phenyl)-oxazol-5-yl]-propoxy}-2-methyl-phenyl)-propionic acid). Yield: 86.9%. RXN SMILES: C[O:2][C:3](=[O:36])[CH2:4][CH2:5][C:6]1[CH:11]=[CH:10][C:9]([O:12][CH2:13][CH:14]([C:16]2[O:20][C:19]([C:21]3[CH:26]=[CH:25][C:24]([O:27][C:28]([F:31])([F:30])[F:29])=[CH:23][CH:22]=3)=[N:18][C:17]=2[CH:32]([CH3:34])[CH3:33])[CH3:15])=[CH:8][C:7]=1[CH3:35].[OH-].[Na+].Cl>CO.C1COCC1>[CH:32]([C:17]1[N:18]=[C:19]([C:21]2[CH:26]=[CH:25][C:24]([O:27][C:28]([F:30])([F:31])[F:29])=[CH:23][CH:22]=2)[O:20][C:16]=1[CH:14]([CH3:15])[CH2:13][O:12][C:9]1[CH:10]=[CH:11][C:6]([CH2:5][CH2:4][C:3]([OH:36])=[O:2])=[C:7]([CH3:35])[CH:8]=1)([CH3:33])[CH3:34] |f:1.2|. Procedure: A solution of 3-(4-{2-[4-isopropyl-2-(4-trifluoromethoxy-phenyl)-oxazol-5-yl]-propoxy}-2-methyl-phenyl)-propionic acid methyl ester (239 mg, 0.473) in MeOH (1.0 mL) and THF (0.5 mL) is treated with NaOH (1.5 mL, 2.0 M) and stirred at room temperature for 12 hours. The mixture is neutralized to pH=4 with HCl (5 N) and extracted with EtOAc (20 mL×2), and the combined organics are dried (Na2SO4), concentrated and purified on silica gel chromatography column with EtOAc/Hexanes (50/50) to yield the a...